From a dataset of the Open Reaction Database (ORD), a public repository of structured organic reaction records. describe an organic reaction: reactants, conditions, products, and yield Reactants: CCN(CC)CCNC(=O)C1=CC=C(C=C1)N=O (NOPA). Run in O (water), O (water). Yields the product CCN(CC)CCNC(=O)C1=CC=C(C=C1)N=O.O (NOPA water), CCN(CC)CCNC(=O)C1=CC=C(C=C1)N=O (NOPA). As a reaction SMILES: [CH3:1][CH2:2][N:3]([CH2:6][CH2:7][NH:8][C:9]([C:11]1[CH:16]=[CH:15][C:14]([N:17]=[O:18])=[CH:13][CH:12]=1)=[O:10])[CH2:4][CH3:5]>O>[CH3:5][CH2:4][N:3]([CH2:6][CH2:7][NH:8][C:9]([C:11]1[CH:16]=[CH:15][C:14]([N:17]=[O:18])=[CH:13][CH:12]=1)=[O:10])[CH2:2][CH3:1].[OH2:10].[CH3:5][CH2:4][N:3]([CH2:6][CH2:7][NH:8][C:9]([C:11]1[CH:16]=[CH:15][C:14]([N:17]=[O:18])=[CH:13][CH:12]=1)=[O:10])[CH2:2][CH3:1] |f:2.3|. Procedure: The NOPA/water slurry was prepared by dispersing NOPA crystals in water under ambient conditions, and by oven-annealing the slurry in a closed container at a temperature of 70° C. for a time sufficient so as to yield a pourable, translucent, partial-solution of NOPA in water. NOPA was similarly mixed with IPA to yield a completely soluble solution at room temperature. The octanoic acid and NOS compounds were used as received in their neat liquid forms. Reaction SMILES: Cl.[NH:2]1[CH2:7][CH2:6][CH:5]([C:8]2[CH:13]=[CH:12][C:11]([NH:14][C:15]([C:17]3[N:18]=[C:19]([C:26]4[CH:31]=[CH:30][CH:29]=[CH:28][CH:27]=4)[O:20][C:21]=3[C:22]([F:25])([F:24])[F:23])=[O:16])=[CH:10][CH:9]=2)[CH2:4][CH2:3]1.Cl[C:33]([O:35][C:36]1[CH:41]=[CH:40][C:39]([N+:42]([O-:44])=[O:43])=[CH:38][CH:37]=1)=[O:34].N1C=CC=CC=1>C(Cl)Cl>[N+:42]([C:39]1[CH:38]=[CH:37][C:36]([O:35][C:33]([N:2]2[CH2:7][CH2:6][CH:5]([C:8]3[CH:9]=[CH:10][C:11]([NH:14][C:15]([C:17]4[N:18]=[C:19]([C:26]5[CH:31]=[CH:30][CH:29]=[CH:28][CH:27]=5)[O:20][C:21]=4[C:22]([F:23])([F:24])[F:25])=[O:16])=[CH:12][CH:13]=3)[CH2:4][CH2:3]2)=[O:34])=[CH:41][CH:40]=1)([O-:44])=[O:43] |f:0.1|. Isolated yield 33.1%. The reactants are ClC(=O)OC1=CC=C(C=C1)[N+](=O)[O-] (p-nitrophenyl chloroformate), Cl.N1CCC(CC1)C1=CC=C(C=C1)NC(=O)C=1N=C(OC1C(F)(F)F)C1=CC=CC=C1 (2-phenyl-5-trifluoromethyl-oxazole-4-carboxylic acid (4-piperidin-4-yl-phenyl)-amide hydrochloride salt), N1=CC=CC=C1 (pyridine). The product is [N+](=O)([O-])C1=CC=C(C=C1)OC(=O)N1CCC(CC1)C1=CC=C(C=C1)NC(=O)C=1N=C(OC1C(F)(F)F)C1=CC=CC=C1 (4-{4-[(2-phenyl-5-trifluoromethyl-oxazole-4-carbonyl)-amino]-phenyl}-piperidine-1-carboxylic acid 4-nitro-phenyl ester). Reaction conditions: time 8 hour. Solvent: C(Cl)Cl (methylene chloride). Procedure details: To a mixture of 2-phenyl-5-trifluoromethyl-oxazole-4-carboxylic acid (4-piperidin-4-yl-phenyl)-amide hydrochloride salt (2.0 g, 4.43 mmol) in methylene chloride (20 mL) at room temperature was added p-nitrophenyl chloroformate (1.11 g, 5.52 mmol) followed by pyridine (1.1 mL, 13.6 mmol). The mixture was stirred at room temperature overnight. The slurry was filtered and the filtrate was evaporated to give a crude material (2.4 g). The crude was triturated with methanol and filtration gave 4-{4-[(... Starting materials: C([O-])(O)=O.[Na+] (sodium bicarbonate), C(=O)(OC(C)(C)C)OC(=O)OC(C)(C)C (di-t-butyl dicarbonate), N[C@@H](CN1CC(N(CC1(C)C)C1=C(C=CC=C1)Cl)=O)[C@H]1OC([C@@H](C1)CCC)=O (4-{(S)-2-amino-2-[(2S,4R)-5-oxo-4-propyltetrahydrofuran-2-yl]ethyl}-1-(2-chlorophenyl)-5,5-dimethylpiperazin-2-one), C([O-])([O-])=O.[Cs+].[Cs+] (cesium carbonate), ClC1=C(C=CC=C1)N1CC(N(CC1=O)C[C@@H]([C@H]1OC([C@@H](C1)CCC)=O)NS(=O)(=O)C1=C(C=CC=C1)[N+](=O)[O-])(C)C (N—{(S)-2-[4-(2-Chlorophenyl)-2,2-dimethyl-5-oxopiperazin-1-yl]-1-[(2S,4R)-5-oxo-4-propyltetrahydrofuran-2-yl]ethyl}-2-nitrobenzenesulfonamide), C1(=CC=CC=C1)S (thiophenol). The solvent is [Cl-].[Na+].O (Brine), [Cl-].[Na+].O (Brine), C(C)(=O)OCC (ethyl acetate), O (water), C(C)#N (acetonitrile). Run at time 2.5 hour. The product is C(C)(C)(C)OC(N[C@@H](CN1C(CN(C(C1)=O)C1=C(C=CC=C1)Cl)(C)C)[C@H]1OC([C@@H](C1)CCC)=O)=O ({(S)-2-[4-(2-Chlorophenyl)-2,2-dimethyl-5-oxopiperazin-1-yl]-1-[(2S,4R)-5-oxo-4-propyltetrahydrofuran-2-yl]ethyl}carbamic acid t-butyl ester). Yield: 73.5%. RXN SMILES: [C:1](=[O:4])([O-:3])[O-].[Cs+].[Cs+].[Cl:7][C:8]1[CH:13]=[CH:12][CH:11]=[CH:10][C:9]=1[N:14]1[C:19](=[O:20])[CH2:18][N:17]([CH2:21][C@H:22]([NH:32]S(C2C=CC=CC=2[N+]([O-])=O)(=O)=O)[C@@H:23]2[CH2:27][C@@H:26]([CH2:28][CH2:29][CH3:30])C(=O)O2)[C:16]([CH3:46])([CH3:45])[CH2:15]1.C1(S)C=CC=CC=1.C(=O)(O)[O-].[Na+].[C:59](OC(OC(C)(C)C)=O)([O:61][C:62]([CH3:65])([CH3:64])[CH3:63])=[O:60].N[C@H]([C@@H]1C[C@@H](CCC)C(=O)O1)CN1C(C)(C)CN(C2C=CC=CC=2Cl)C(=O)C1>C(#N)C.[Cl-].[Na+].O.C(OCC)(=O)C.O>[C:62]([O:61][C:59](=[O:60])[NH:32][C@H:22]([C@@H:23]1[CH2:27][C@@H:26]([CH2:28][CH2:29][CH3:30])[C:1](=[O:4])[O:3]1)[CH2:21][N:17]1[CH2:18][C:19](=[O:20])[N:14]([C:9]2[CH:10]=[CH:11][CH:12]=[CH:13][C:8]=2[Cl:7])[CH2:15][C:16]1([CH3:45])[CH3:46])([CH3:65])([CH3:64])[CH3:63] |f:0.1.2,5.6,10.11.12|. Procedure: 585 mg of cesium carbonate (1.8 mmol) was added to a solution of 888 mg of N-{(S)-2-[4-(2-chlorophenyl)-2,2-dimethyl-5-oxopiperazin-1-yl]-1-[(2S,4R)-5-oxo-4-propyltetrahydrofuran-2-yl]ethyl}-2-nitrobenzenesulfonamide obtained in Example (116h) (1.50 mmol) and 0.46 ml of thiophenol (content: 95%) (4.5 mmol) in acetonitrile (15 ml) under a nitrogen atmosphere at room temperature, and the mixture was stirred at the same temperature for 2.5 hours. Brine was added to the reaction mixture, followed by... Starting materials: Cl.N[C@@H](C)[C@@H]1N(CCC1)C(=O)OCC1=CC=CC=C1 ((R)-benzyl 2-((S)-1-aminoethyl)pyrrolidine-1-carboxylate hydrochloride), C(C)(C)(C)OC(=O)C1=C(C=CC=C1)C1=CC=C(C=C1)CN1C(=C(C2=CC(=CC=C12)C(=O)O)C)C (1-((2′-(tert-butoxycarbonyl)-[1,1′-biphenyl]-4-yl)methyl)-2,3-dimethyl-1H-indole-5-carboxylic acid). Product: C(C1=CC=CC=C1)OC(=O)N1[C@H](CCC1)[C@H](C)NC(=O)C=1C=C2C(=C(N(C2=CC1)CC1=CC=C(C=C1)C=1C(=CC=CC1)C(=O)O)C)C (4′-((5-(((S)-1-((R)-1-((benzyloxy)carbonyl)pyrrolidin-2-yl)ethyl)carbamoyl)-2,3-dimethyl-1H-indol-1-yl)methyl)-[1,1′-biphenyl]-2-carboxylic acid). RXN SMILES: Cl.[NH2:2][C@H:3]([C@H:5]1[CH2:9][CH2:8][CH2:7][N:6]1[C:10]([O:12][CH2:13][C:14]1[CH:19]=[CH:18][CH:17]=[CH:16][CH:15]=1)=[O:11])[CH3:4].C([O:24][C:25]([C:27]1[CH:32]=[CH:31][CH:30]=[CH:29][C:28]=1[C:33]1[CH:38]=[CH:37][C:36]([CH2:39][N:40]2[C:48]3[C:43](=[CH:44][C:45]([C:49](O)=[O:50])=[CH:46][CH:47]=3)[C:42]([CH3:52])=[C:41]2[CH3:53])=[CH:35][CH:34]=1)=[O:26])(C)(C)C>>[CH2:13]([O:12][C:10]([N:6]1[CH2:7][CH2:8][CH2:9][C@@H:5]1[C@@H:3]([NH:2][C:49]([C:45]1[CH:44]=[C:43]2[C:48](=[CH:47][CH:46]=1)[N:40]([CH2:39][C:36]1[CH:35]=[CH:34][C:33]([C:28]3[C:27]([C:25]([OH:26])=[O:24])=[CH:32][CH:31]=[CH:30][CH:29]=3)=[CH:38][CH:37]=1)[C:41]([CH3:53])=[C:42]2[CH3:52])=[O:50])[CH3:4])=[O:11])[C:14]1[CH:15]=[CH:16][CH:17]=[CH:18][CH:19]=1 |f:0.1|. Procedure details: The title compound was prepared following the same general protocol as described in Step 8-9, Example 1, using the (R)-benzyl 2-((S)-1-aminoethyl)pyrrolidine-1-carboxylate hydrochloride and the 1-((2′-(tert-butoxycarbonyl)-[1,1′-biphenyl]-4-yl)methyl)-2,3-dimethyl-1H-indole-5-carboxylic acid. ESI-MS (m/z): 630 [M+H]+. The reactants are O=c1oc(CBr)c(CBr)o1, CC(C)(C)OC(=O)NC(C)(C)C(=O)O, O=C([O-])[O-], CC#N, [K+], [K+]. Product: CC(C)(C)OC(=O)NC(C)(C)C(=O)OCc1oc(=O)oc1CBr. Reaction SMILES: [Br:1][CH2:2][c:3]1[o:4][c:5](=[O:10])[o:6][c:7]1[CH2:8][Br:9].[C:11](=[O:12])([O:13][C:14]([CH3:15])([CH3:16])[CH3:17])[NH:18][C:19]([C:20](=[O:21])[OH:22])([CH3:23])[CH3:24].[C:25](=[O:26])([O-:27])[O-:28].[CH3:31][C:32]#[N:33].[K+:29].[K+:30]>>[CH2:2]([c:3]1[o:4][c:5](=[O:10])[o:6][c:7]1[CH2:8][Br:9])[O:22][C:20]([C:19]([NH:18][C:11](=[O:12])[O:13][C:14]([CH3:15])([CH3:16])[CH3:17])([CH3:23])[CH3:24])=[O:21]. Starting materials: O=C[O-], N, [NH4+], [Na], CCC(C)(C)C(=O)C(=O)O, O. Yields the product CCC(C)(C)C(N)C(=O)O. As a reaction SMILES: [CH:1]([O-:2])=[O:3].[NH3:16].[NH4+:4].[Na:5].[O:6]=[C:7]([C:8](=[O:9])[OH:10])[C:11]([CH2:12][CH3:13])([CH3:14])[CH3:15].[OH2:17]>>[NH2:4][CH:7]([C:8](=[O:9])[OH:10])[C:11]([CH2:12][CH3:13])([CH3:14])[CH3:15].